Dataset: the Open Reaction Database (ORD), a public repository of structured organic reaction records. Task: describe an organic reaction: reactants, conditions, products, and yield Reactants: O(C1=CC=CC=C1)CC1=CC=C(OC(C(=O)N)C)C=C1 (2-(4-phenoxymethylphenoxy)-propionamide), [OH-].[K+] (KOH), nitrile, S(O)(O)(=O)=O (sulfuric acid). The solvent is C(C)O (ethanol). The product is O(C1=CC=CC=C1)CC1=CC=C(OC(C(=O)O)C)C=C1 (2-(4-phenoxymethylphenoxy)-propionic acid). RXN SMILES: [O:1]([CH2:8][C:9]1[CH:20]=[CH:19][C:12]([O:13][CH:14]([CH3:18])[C:15](N)=[O:16])=[CH:11][CH:10]=1)[C:2]1[CH:7]=[CH:6][CH:5]=[CH:4][CH:3]=1.S(=O)(=O)(O)[OH:22].[OH-].[K+]>C(O)C>[O:1]([CH2:8][C:9]1[CH:20]=[CH:19][C:12]([O:13][CH:14]([CH3:18])[C:15]([OH:22])=[O:16])=[CH:11][CH:10]=1)[C:2]1[CH:7]=[CH:6][CH:5]=[CH:4][CH:3]=1 |f:2.3|. Procedure: One gram of 2-(4-phenoxymethylphenoxy)-propionamide (obtainable from the nitrile with sulfuric acid at 25°) and 2 g. of KOH are refluxed in 40 ml. of ethanol for 3 hours; after evaporation, the mixture is worked up as usual, yielding 2-(4-phenoxymethylphenoxy)-propionic acid.